From a dataset of the Open Reaction Database (ORD), a public repository of structured organic reaction records. describe an organic reaction: reactants, conditions, products, and yield Starting materials: N[C@H]1C[C@]2([C@H](OCC2)C1)C(=O)N1COC2=C(C1)C=C(C=C2)C(F)(F)F (((3aS,5S,6aR)-5-aminohexahydro-2H-cyclopenta[b]furan-3a-yl)(6-(trifluoromethyl)-2H-benzo[e][1,3]oxazin-3(4H)-yl)methanone), CO[C@@H]1COCCC1=O ((R)-3-methoxydihydro-2H-pyran-4(3H)-one), CO[C@@H]1COCCC1=O ((R)-3-methoxydihydro-2H-pyran-4(3H)-one). The product is CO[C@@H]1COCC[C@@H]1N[C@H]1C[C@]2([C@H](OCC2)C1)C(=O)N1COC2=C(C1)C=C(C=C2)C(F)(F)F (((3aS,5S,6aR)-5-(((3S,4S)-3-methoxytetrahydro-2H-pyran-4-yl)amino)hexahydro-2H-cyclopenta[b]furan-3a-yl)(6-(trifluoromethyl)-2H-benzo[e][1,3]oxazin-3(4H)-yl)methanone). As a reaction SMILES: [NH2:1][C@@H:2]1[CH2:9][C@H:5]2[O:6][CH2:7][CH2:8][C@@:4]2([C:10]([N:12]2[CH2:17][C:16]3[CH:18]=[C:19]([C:22]([F:25])([F:24])[F:23])[CH:20]=[CH:21][C:15]=3[O:14][CH2:13]2)=[O:11])[CH2:3]1.[CH3:26][O:27][C@H:28]1[C:33](=O)[CH2:32][CH2:31][O:30][CH2:29]1>>[CH3:26][O:27][C@H:28]1[C@@H:33]([NH:1][C@@H:2]2[CH2:9][C@H:5]3[O:6][CH2:7][CH2:8][C@@:4]3([C:10]([N:12]3[CH2:17][C:16]4[CH:18]=[C:19]([C:22]([F:25])([F:24])[F:23])[CH:20]=[CH:21][C:15]=4[O:14][CH2:13]3)=[O:11])[CH2:3]2)[CH2:32][CH2:31][O:30][CH2:29]1. Reported procedure: The title compound was prepared from the reaction of the product of Step E and (R)-3-methoxydihydro-2H-pyran-4(3H)-one (Intermediate 1) following the procedure described in Example 1, Step H. 1H NMR (CHLOROFORM-d) δ: 7.42 (d, J=8.6 Hz, 1H), 7.36 (br. s., 1H), 6.95 (d, J=8.1 Hz, 1H), 5.43 (br. s., 2H), 4.96-5.11 (m, 1H), 4.82 (br. s., 2H), 3.84-4.15 (m, 3H), 3.68 (d, J=7.1 Hz, 1H), 3.55 (br. s., 1H), 3.32-3.45 (m, 4H), 3.20-3.32 (m, 2H), 2.69-2.84 (m, 1H), 2.39 (br. s., 1H), 2.12-2.25 (m, 2H), 1.... Reactants: NCC=1C(NC=NN1)=O (6-aminomethyl-4H-[1,2,4]triazin-5-one), CCN(C(C)C)C(C)C (N,N′-diisopropylethylamine), C1(CCC1)C(=O)Cl (cyclobutanecarbonyl chloride). Solvent: CN(C)C=O (N,N′-dimethylforamide), N1=CC=CC=C1 (pyridine). Conditions: time 1.5 hour. Product: O=C1NC=NN=C1CNC(=O)C1CCC1 (Cyclobutanecarboxylic acid (5-oxo-4,5-dihydro-[1,2,4]triazin-6-ylmethyl)-amide). RXN SMILES: [NH2:1][CH2:2][C:3]1[C:4](=[O:9])[NH:5][CH:6]=[N:7][N:8]=1.CCN(C(C)C)C(C)C.[CH:19]1([C:23](Cl)=[O:24])[CH2:22][CH2:21][CH2:20]1>CN(C=O)C.N1C=CC=CC=1>[O:9]=[C:4]1[C:3]([CH2:2][NH:1][C:23]([CH:19]2[CH2:22][CH2:21][CH2:20]2)=[O:24])=[N:8][N:7]=[CH:6][NH:5]1. Procedure details: To a solution of 6-aminomethyl-4H-[1,2,4]triazin-5-one (500 mg, 3.96 mmol) and N,N′-diisopropylethylamine (DIEA) (0.829 mL, 4.76 mmol) in anhydrous N,N′-dimethylforamide (DMF) (20 mL) and anhydrous pyridine (2 mL) was dropwise charged with cyclobutanecarbonyl chloride (0.451 mL, 3.96 mmol) at 0° C. then warmed to rt and stirred for an additional 1.5 h. The reaction mixture was quenched with H2O (2 mL), concentrated in vacuo, and purified by chromatography on silica gel [eluting with 5% MeOH in C...